Dataset: the Open Reaction Database (ORD), a public repository of structured organic reaction records. Task: describe an organic reaction: reactants, conditions, products, and yield Reactants: NC1=C(C(NC(N1CC1=CC=C(C=C1)Cl)=O)=O)NC(C(C)C)=O (6-amino-1-(4-chlorobenzyl)-5-isobutyrylaminouracil), Cl (HCl), CC(C)(C)[O-].[K+] (t-BuOK), C(C)Br (ethyl bromide), C(C)Br (ethyl bromide), C(C)Br (ethyl bromide), CC(C)([O-])C.[K+] (potassium t-butoxide). The solvent is CN(C)C=O (DMF). Conditions: time 3 hour. Yields the product 17.66, C(C)N1C(NC=CC1=O)=O (3-ethyl uracil). RXN SMILES: N[C:2]1[N:7]([CH2:8][C:9]2C=CC(Cl)=CC=2)[C:6](=[O:16])[NH:5][C:4](=O)[C:3]=1NC(=O)C(C)C.CC(C)([O-:27])C.[K+].C(Br)C.Cl>CN(C=O)C>[CH2:8]([N:7]1[C:2](=[O:27])[CH:3]=[CH:4][NH:5][C:6]1=[O:16])[CH3:9] |f:1.2|. Reported procedure: 13.47 g (40 mM) of 6-amino-1-(4-chlorobenzyl)-5-isobutyrylaminouracil were dissolved in 130 ml of DMF, treated at 5° C. with 4.57 g (40.8 mM) potassium t-butoxide and after dissolution, 3.28 ml (44 mM) of ethyl bromide added. After 3 hours, another 1.14 g of t-BuOK and 1.64 ml of ethyl bromide were added. After a further 1.5 hours, 1.64 ml of ethyl bromide was supplemented. After a total of 22 hours, the solution was neutralized with 1N HCl to pH 7 and the solvents evaporated in vacuo. The resid... Starting materials: CI (methyl iodide), suspension, [H-].[Na+] (sodium hydride), ClC=1C=C(C=C(C1SC1=CC=C(C=C1)C)Cl)N1N(CC(NC1=O)=O)C (2-[3,5-dichloro-4-(4-methylthiophenoxy)phenyl]-1-methylhexahydro-1,2,4-triazine-3,5-dione). Run in CN(C=O)C (dimethylformamide). Reaction conditions: time 4 hour. Product: ClC=1C=C(C=C(C1SC1=CC=C(C=C1)C)Cl)N1N(CC(N(C1=O)C)=O)C (2-[3,5-Dichloro-4-(4-methylthiophenoxy)phenyl]-1,4-dimethylhexahydro-1,2,4-triazine-3,5-dione). Reaction SMILES: [Cl:1][C:2]1[CH:3]=[C:4]([N:17]2[C:22](=[O:23])[NH:21][C:20](=[O:24])[CH2:19][N:18]2[CH3:25])[CH:5]=[C:6]([Cl:16])[C:7]=1[S:8][C:9]1[CH:14]=[CH:13][C:12]([CH3:15])=[CH:11][CH:10]=1.[H-].[Na+].[CH3:28]I>CN(C)C=O>[Cl:1][C:2]1[CH:3]=[C:4]([N:17]2[C:22](=[O:23])[N:21]([CH3:28])[C:20](=[O:24])[CH2:19][N:18]2[CH3:25])[CH:5]=[C:6]([Cl:16])[C:7]=1[S:8][C:9]1[CH:10]=[CH:11][C:12]([CH3:15])=[CH:13][CH:14]=1 |f:1.2|. Procedure: 0.7 g of 2-[3,5-dichloro-4-(4-methylthiophenoxy)phenyl]-1-methylhexahydro-1,2,4-triazine-3,5-dione (Example 2) was dissolved in 5 ml of cold dimethylformamide. About 200 mg of a suspension (about 50%)of sodium hydride were added and, when evolution of gases was complete, 1 ml of methyl iodide was added dropwise, and the mixture was stirred at room temperature for 4 hours. After acidification with 2N HCl, extraction with methylene chloride and evaporation were carried out, and the remaining oil w... Reactants: NC1=C(C(=O)O)C=CC(=C1)[N+](=O)[O-] (2-amino-4-nitrobenzoic acid), N1(C=NC=C1)C(=O)N1C=NC=C1 (di(1H-imidazol-1-yl)methanone). Solvent: O1CCCC1 (tetrahydrofuran). Run at temperature 10 celsius, time 2 hour. The product is [N+](=O)([O-])C=1C=CC2=C(NC(OC2=O)=O)C1 (7-nitro-1H-benzo[d][1,3]oxazine-2,4-dione). As a reaction SMILES: [NH2:1][C:2]1[CH:10]=[C:9]([N+:11]([O-:13])=[O:12])[CH:8]=[CH:7][C:3]=1[C:4]([OH:6])=[O:5].N1([C:19](N2C=CN=C2)=[O:20])C=CN=C1>O1CCCC1>[N+:11]([C:9]1[CH:8]=[CH:7][C:3]2[C:4](=[O:6])[O:5][C:19](=[O:20])[NH:1][C:2]=2[CH:10]=1)([O-:13])=[O:12]. Reported procedure: Into a 1000-mL 4-necked round-bottom flask purged and maintained with an inert atmosphere of nitrogen, was placed a solution of 2-amino-4-nitrobenzoic acid (54.6 g, 300.00 mmol, 1.00 equiv) in tetrahydrofuran (500 mL), di(1H-imidazol-1-yl)methanone (58.32 g, 360.00 mmol). The resulting solution was stirred for 2 h at 10° C. The solids were collected by filtration to yield 7-nitro-1H-benzo[d][1,3]oxazine-2,4-dione as a yellow solid. Starting materials: NC=1C=C(C(=O)NC2=CC(=CC=C2)COCCOCCCCCCN2C(O[C@@H](C2)C2=CC3=C(OC(OC3)(C)C)C=C2)=O)C=CC1 (3-Amino-N-[3-({2-({6-[(5R)-5-(2,2-dimethyl-4H-1,3-benzodioxin-6-yl)-2-oxo-1,3-oxazolidin-3-yl]hexyl}oxy)ethoxy}methyl)phenyl]benzamide), C1(=CC=CC=C1)S(=O)(=O)Cl (benzenesulfonyl chloride), C([O-])(O)=O.[Na+] (sodium bicarbonate). Run in N1=CC=CC=C1 (pyridine). Reaction conditions: time 2 hour. The product is CC1(OCC2=C(O1)C=CC(=C2)[C@@H]2CN(C(O2)=O)CCCCCCOCCOCC=2C=C(C=CC2)NC(C2=CC(=CC=C2)NS(=O)(=O)C2=CC=CC=C2)=O)C (N-[3-({2-({6-[(5R)-5-(2,2-Dimethyl-4H-1,3-benzodioxin-6-yl)-2-oxo-1,3-oxazolidin-3-yl]hexyl}oxy)ethoxy}methyl)phenyl]-3-[(phenylsulfonyl)amino]-benzamide). As a reaction SMILES: [NH2:1][C:2]1[CH:3]=[C:4]([CH:43]=[CH:44][CH:45]=1)[C:5]([NH:7][C:8]1[CH:13]=[CH:12][CH:11]=[C:10]([CH2:14][O:15][CH2:16][CH2:17][O:18][CH2:19][CH2:20][CH2:21][CH2:22][CH2:23][CH2:24][N:25]2[CH2:29][C@@H:28]([C:30]3[CH:41]=[CH:40][C:33]4[O:34][C:35]([CH3:39])([CH3:38])[O:36][CH2:37][C:32]=4[CH:31]=3)[O:27][C:26]2=[O:42])[CH:9]=1)=[O:6].[C:46]1([S:52](Cl)(=[O:54])=[O:53])[CH:51]=[CH:50][CH:49]=[CH:48][CH:47]=1.C(=O)(O)[O-].[Na+]>N1C=CC=CC=1>[CH3:38][C:35]1([CH3:39])[O:34][C:33]2[CH:40]=[CH:41][C:30]([C@H:28]3[O:27][C:26](=[O:42])[N:25]([CH2:24][CH2:23][CH2:22][CH2:21][CH2:20][CH2:19][O:18][CH2:17][CH2:16][O:15][CH2:14][C:10]4[CH:9]=[C:8]([NH:7][C:5](=[O:6])[C:4]5[CH:43]=[CH:44][CH:45]=[C:2]([NH:1][S:52]([C:46]6[CH:51]=[CH:50][CH:49]=[CH:48][CH:47]=6)(=[O:54])=[O:53])[CH:3]=5)[CH:13]=[CH:12][CH:11]=4)[CH2:29]3)=[CH:31][C:32]=2[CH2:37][O:36]1 |f:2.3|. Procedure details: 3-Amino-N-[3-({2-({6-[(5R)-5-(2,2-dimethyl-4H-1,3-benzodioxin-6-yl)-2-oxo-1,3-oxazolidin-3-yl]hexyl}oxy)ethoxy}methyl)phenyl]benzamide (200 mg) in pyridine (5 ml) under nitrogen was treated with benzenesulfonyl chloride (0.045 ml) and the mixture was stirred at 20° for 2 h. Sat. sodium bicarbonate solution (30 ml) was added and the mixture was extracted with dichloromethane (2×20 ml). The combined extracts were dried (Na2SO4) and the solvent evaporated in vacuo. The residue was purified by flash... The reactants are CC=1C=C(C(=O)N([C@H](CC2=CC=C(C=C2)O)C(=O)N[C@@H](CC2=CNC3=CC=CC=C23)C(=O)O)C)C=C(C1)C (N-(3,5-dimethylbenzoyl)-N-methyl-(D)-tyrosyl-(L)-tryptophan), Cl.COC([C@@H](N)CC1=CNC2=CC=CC=C12)=O ((L)-tryptophan methyl ester hydrochloride), methyl ester. The product is CC=1C=C(C(=O)N([C@H](CC2=CC=C(C=C2)OCC2=CC=CC=C2)C(=O)N[C@@H](CC2=CNC3=CC=CC=C23)C(=O)O)C)C=C(C1)C (N-(3,5-dimethylbenzoyl)-N-methyl-O-benzyl-(D)-tyrosyl-(L)-tryptophan). Reaction SMILES: [CH3:1][C:2]1[CH:3]=[C:4]([CH:35]=[C:36]([CH3:38])[CH:37]=1)[C:5]([N:7]([CH3:34])[C@@H:8]([C:17]([NH:19][C@H:20]([C:31]([OH:33])=[O:32])[CH2:21][C:22]1[C:30]2[C:25](=[CH:26][CH:27]=[CH:28][CH:29]=2)[NH:24][CH:23]=1)=[O:18])[CH2:9][C:10]1[CH:15]=[CH:14][C:13]([OH:16])=[CH:12][CH:11]=1)=[O:6].Cl.COC(=O)[C@H](C[C:46]1[C:54]2[C:49](=[CH:50][CH:51]=[CH:52][CH:53]=2)NC=1)N>>[CH3:1][C:2]1[CH:3]=[C:4]([CH:35]=[C:36]([CH3:38])[CH:37]=1)[C:5]([N:7]([CH3:34])[C@@H:8]([C:17]([NH:19][C@H:20]([C:31]([OH:33])=[O:32])[CH2:21][C:22]1[C:30]2[C:25](=[CH:26][CH:27]=[CH:28][CH:29]=2)[NH:24][CH:23]=1)=[O:18])[CH2:9][C:10]1[CH:15]=[CH:14][C:13]([O:16][CH2:46][C:54]2[CH:49]=[CH:50][CH:51]=[CH:52][CH:53]=2)=[CH:12][CH:11]=1)=[O:6] |f:1.2|. Procedure: Coupling of N-(3,5-dimethylbenzoyl)-N-methyl-O-benzyl-(D)-tyrosine (prepared by O-benzylation of N-(3,5-dimethylbenzoyl)-N-methyl-(D)-tyrosine (example 64)) with (L)-tryptophan methyl ester hydrochloride according to example 1 followed by hydrolysis of the methyl ester moiety according to example 12 gives N-(3,5-dimethylbenzoyl)-N-methyl-O-benzyl-(D)-tyrosyl-(L)-tryptophan; FAB-MS m/e 602 (M-H)-.